This data is from the Open Reaction Database (ORD), a public repository of structured organic reaction records. The task is: describe an organic reaction: reactants, conditions, products, and yield Starting materials: Cn1nnc(CNCc2ccccc2)n1, COC(OC)C1(C)Oc2ccc([N+](=O)[O-])cc2C2OC21. Product: COC(OC)C1(C)Oc2ccc([N+](=O)[O-])cc2C(N(Cc2ccccc2)Cc2nnn(C)n2)C1O. RXN SMILES: [CH2:21]([c:22]1[cH:23][cH:24][cH:25][cH:26][cH:27]1)[NH:28][CH2:29][c:30]1[n:31][n:32][n:33]([CH3:35])[n:34]1.[N+:1](=[O:2])([O-:3])[c:4]1[cH:5][cH:6][c:7]2[c:8]([cH:20]1)[CH:9]1[CH:10]([C:11]([CH:13]([O:14][CH3:15])[O:16][CH3:17])([CH3:18])[O:12]2)[O:19]1>>[N+:1](=[O:2])([O-:3])[c:4]1[cH:5][cH:6][c:7]2[c:8]([cH:20]1)[CH:9]([N:28]([CH2:21][c:22]1[cH:23][cH:24][cH:25][cH:26][cH:27]1)[CH2:29][c:30]1[n:31][n:32][n:33]([CH3:35])[n:34]1)[CH:10]([OH:19])[C:11]([CH:13]([O:14][CH3:15])[O:16][CH3:17])([CH3:18])[O:12]2. The reactants are C(C)OC(NS(=O)(=O)C1=CC2=C(CCN(CC2)C(N(C)C)=O)C=C1)=O ([(3-dimethylcarbamoyl-2,3,4,5-tetrahydro-1-H-3-benzazepin-7-yl)sulfonyl]carbamic acid ethyl ester), C1(CCCCCC1)N (cycloheptylamine). The product is C1(CCCCCC1)NC(=O)NS(=O)(=O)C1=CC2=C(CCN(CC2)C(N(C)C)=O)C=C1 (1-cycloheptyl-3-[(3-dimethylcarbamoyl-2,3,4,5-tetrahydro-1H-3-benzazepin-7-yl)sulfonyl]urea). Reaction SMILES: C(O[C:4](=[O:25])[NH:5][S:6]([C:9]1[CH:24]=[CH:23][C:12]2[CH2:13][CH2:14][N:15]([C:18](=[O:22])[N:19]([CH3:21])[CH3:20])[CH2:16][CH2:17][C:11]=2[CH:10]=1)(=[O:8])=[O:7])C.[CH:26]1([NH2:33])[CH2:32][CH2:31][CH2:30][CH2:29][CH2:28][CH2:27]1>>[CH:26]1([NH:33][C:4]([NH:5][S:6]([C:9]2[CH:24]=[CH:23][C:12]3[CH2:13][CH2:14][N:15]([C:18](=[O:22])[N:19]([CH3:20])[CH3:21])[CH2:16][CH2:17][C:11]=3[CH:10]=2)(=[O:8])=[O:7])=[O:25])[CH2:32][CH2:31][CH2:30][CH2:29][CH2:28][CH2:27]1. Procedure: By the reaction of [(3-dimethylcarbamoyl-2,3,4,5-tetrahydro-1-H-3-benzazepin-7-yl)sulfonyl]carbamic acid ethyl ester with cycloheptylamine in a manner analogous to that described in Example 12, there is obtained 1-cycloheptyl-3-[(3-dimethylcarbamoyl-2,3,4,5-tetrahydro-1H-3-benzazepin-7-yl)sulfonyl]urea. Starting materials: CC(=O)Nc1c(C)c(C)c2c(c1C)CC(C)(CCc1ccccc1)O2, CO, [Na+], [OH-], O. Yields the product Cc1c(C)c2c(c(C)c1N)CC(C)(CCc1ccccc1)O2. RXN SMILES: [C:3](=[O:4])([CH3:5])[NH:6][c:7]1[c:8]([CH3:27])[c:9]([CH3:26])[c:10]2[c:11]([c:24]1[CH3:25])[CH2:12][C:13]([CH2:15][CH2:16][c:17]1[cH:18][cH:19][cH:20][cH:21][cH:22]1)([CH3:23])[O:14]2.[CH3:28][OH:29].[Na+:2].[OH-:1].[OH2:30]>>[NH2:6][c:7]1[c:8]([CH3:27])[c:9]([CH3:26])[c:10]2[c:11]([c:24]1[CH3:25])[CH2:12][C:13]([CH2:15][CH2:16][c:17]1[cH:18][cH:19][cH:20][cH:21][cH:22]1)([CH3:23])[O:14]2. The reactants are COC(C)(C)C, CC12CCC(C(=O)Nc3ccc(Cl)cc3C(O)(C#CC3CC3)C(F)(F)F)(OC1=O)C2(C)C, O=C(Cl)Oc1ccc([N+](=O)[O-])cc1, [Na+], [OH-]. Product: O=C1Nc2ccc(Cl)cc2C(C#CC2CC2)(C(F)(F)F)O1. As a reaction SMILES: [CH3:48][O:49][C:50]([CH3:51])([CH3:52])[CH3:53].[Cl:1][c:2]1[cH:3][c:4]([C:22]([C:23]([F:24])([F:25])[F:26])([C:27]#[C:28][CH:29]2[CH2:30][CH2:31]2)[OH:32])[c:5]([NH:8][C:9](=[O:10])[C:11]23[C:12]([CH3:13])([CH3:14])[C:15]([CH3:16])([CH2:17][CH2:18]2)[C:19](=[O:20])[O:21]3)[cH:6][cH:7]1.[Cl:35][C:36]([O:37][c:38]1[cH:39][cH:40][c:41]([N+:42]([O-:43])=[O:44])[cH:45][cH:46]1)=[O:47].[Na+:34].[OH-:33]>>[Cl:1][c:2]1[cH:3][c:4]2[c:5]([cH:6][cH:7]1)[NH:8][C:9](=[O:10])[O:32][C:22]2([C:23]([F:24])([F:25])[F:26])[C:27]#[C:28][CH:29]1[CH2:30][CH2:31]1. Reactants: FC1=C(C(=O)NC2=NNC=C2)C(=CC=C1)F (2,6-difluoro-N-1H-pyrazol-3-ylbenzamide), BrCC1=C(C=CC=C1OC)C (2-(bromomethyl)-1-methyl-3-(methyloxy)benzene), intermediate 57, FC1=C(C(=O)NC2=NNC=C2)C(=CC=C1)F (2,6-difluoro-N-1H-pyrazol-3-ylbenzamide), C[Si](C)(C)[N-][Si](C)(C)C.[Li+] (lithium bis(trimethylsilyl)amide), C([O-])(O)=O.[Na+] (sodium bicarbonate). Solvent: C1CCOC1 (THF), C1CCOC1 (THF), C1CCOC1 (THF). Run at time 30 minute. Product: FC1=C(C(=O)NC2=NN(C=C2)CC2=C(C=CC=C2OC)C)C(=CC=C1)F (2,6-Difluoro-N-(1-{[2-methyl-6-(methyloxy)phenyl]methyl}-1H-pyrazol-3-yl)benzamide). Reaction SMILES: [F:1][C:2]1[CH:15]=[CH:14][CH:13]=[C:12]([F:16])[C:3]=1[C:4]([NH:6][C:7]1[CH:11]=[CH:10][NH:9][N:8]=1)=[O:5].C[Si]([N-][Si](C)(C)C)(C)C.[Li+].Br[CH2:28][C:29]1[C:34]([O:35][CH3:36])=[CH:33][CH:32]=[CH:31][C:30]=1[CH3:37].C(=O)(O)[O-].[Na+]>C1COCC1>[F:1][C:2]1[CH:15]=[CH:14][CH:13]=[C:12]([F:16])[C:3]=1[C:4]([NH:6][C:7]1[CH:11]=[CH:10][N:9]([CH2:28][C:29]2[C:34]([O:35][CH3:36])=[CH:33][CH:32]=[CH:31][C:30]=2[CH3:37])[N:8]=1)=[O:5] |f:1.2,4.5|. Reported procedure: To a stirred solution of 2,6-difluoro-N-1H-pyrazol-3-ylbenzamide (for a preparation see Intermediate 9)(50 mg, 0.224 mmol) in dry THF (1.75 ml) under nitrogen was added 1.0 lithium bis(trimethylsilyl)amide in THF (0.2 ml, 0.2 mmol) dropwise and the solution stirred for 30 min. To the solution was added a solution of 2-(bromomethyl)-1-methyl-3-(methyloxy)benzene (for a preparation see intermediate 57)(48 mg, 0.224 mmol) in THF (1.75 ml). The solution was stirred for 1.5 h and then allowed to stan... Starting materials: ClC(Cl)Cl, CC(C)(N)CO, S=C=Nc1ccccc1. Yields the product CC(C)(CO)NC(=S)Nc1ccccc1. As a reaction SMILES: [CH:16]([Cl:17])([Cl:18])[Cl:19].[NH2:1][C:2]([CH2:3][OH:4])([CH3:5])[CH3:6].[c:7]1([N:13]=[C:14]=[S:15])[cH:8][cH:9][cH:10][cH:11][cH:12]1>>[NH:1]([C:2]([CH2:3][OH:4])([CH3:5])[CH3:6])[C:14]([NH:13][c:7]1[cH:8][cH:9][cH:10][cH:11][cH:12]1)=[S:15]. Procedure: Using the conditions of General Procedure C for Suzuki Coupling and Hydrolysis in Parallel Mode, 2-bromo-5-[4-(3,4-dichloro-phenyl)-thiazol-2-yl]-benzoic acid methyl ester (which may be prepared as described for Intermediate 6; 111 mg, 0.25 mmol) was reacted with 2-ethoxypyrimidine-5-boronic acid (available from Combi-Blocks Inc.; 84 mg, 0.5 mmol). The resulting ester was hydrolyzed and the acid was purified to give 5-[4-(3,4-dichloro-phenyl)-thiazol-2-yl]-2-(2-ethoxy-pyrimidin-5-yl)-benzoic aci... The reactants are ester, COC(C1=C(C=CC(=C1)C=1SC=C(N1)C1=CC(=C(C=C1)Cl)Cl)Br)=O (2-bromo-5-[4-(3,4-dichloro-phenyl)-thiazol-2-yl]-benzoic acid methyl ester), COC(C1=C(C=CC(=C1)C=1SC=C(N1)C1=CC(=C(C=C1)Cl)Cl)Br)=O (2-bromo-5-[4-(3,4-dichloro-phenyl)-thiazol-2-yl]-benzoic acid methyl ester), C(C)OC1=NC=C(C=N1)B(O)O (2-ethoxypyrimidine-5-boronic acid). Yield: 2.5%. As a reaction SMILES: C[O:2][C:3](=[O:24])[C:4]1[CH:9]=[C:8]([C:10]2[S:11][CH:12]=[C:13]([C:15]3[CH:20]=[CH:19][C:18]([Cl:21])=[C:17]([Cl:22])[CH:16]=3)[N:14]=2)[CH:7]=[CH:6][C:5]=1Br.[CH2:25]([O:27][C:28]1[N:33]=[CH:32][C:31](B(O)O)=[CH:30][N:29]=1)[CH3:26]>>[Cl:22][C:17]1[CH:16]=[C:15]([C:13]2[N:14]=[C:10]([C:8]3[CH:7]=[CH:6][C:5]([C:31]4[CH:30]=[N:29][C:28]([O:27][CH2:25][CH3:26])=[N:33][CH:32]=4)=[C:4]([CH:9]=3)[C:3]([OH:2])=[O:24])[S:11][CH:12]=2)[CH:20]=[CH:19][C:18]=1[Cl:21]. Yields the product ClC=1C=C(C=CC1Cl)C=1N=C(SC1)C=1C=CC(=C(C(=O)O)C1)C=1C=NC(=NC1)OCC (5-[4-(3,4-dichloro-phenyl)-thiazol-2-yl]-2-(2-ethoxy-pyrimidin-5-yl)-benzoic acid).